This data is from the Open Reaction Database (ORD), a public repository of structured organic reaction records. The task is: describe an organic reaction: reactants, conditions, products, and yield The reactants are NC1=NC(=NC=2N1OC(N2)=O)N(CC=C)CC=C (7-amino-5-diallylamino-2H-[1,2,4]oxadiazolo[2,3-a]-s-triazin-2-one), Cl (hydrochloric acid), CC(=CC(=O)Cl)C (3,3-dimethylacrylyl chloride), 3-N. The reagents and catalysts are CN(C1=CC=NC=C1)C (4-dimethylaminopyridine). The solvent is C(C)N(CC)CC (triethylamine), C(Cl)Cl (methylene chloride), C(Cl)Cl (methylene chloride), O (water). Reaction conditions: temperature 5 celsius. The product is C(C=C)N(C1=NC=2N(C(=N1)NC(C=C(C)C)=O)OC(N2)=O)CC=C (N-{5-diallylamino-2-oxo-2H-[1,2,4]oxadiazolo[2,3-a]-s-triazin-7-yl}3-methylcrotonamide). RXN SMILES: [NH2:1][C:2]1[N:7]2[O:8][C:9](=[O:11])[N:10]=[C:6]2[N:5]=[C:4]([N:12]([CH2:16][CH:17]=[CH2:18])[CH2:13][CH:14]=[CH2:15])[N:3]=1.[CH3:19][C:20]([CH3:25])=[CH:21][C:22](Cl)=[O:23].Cl>CN(C)C1C=CN=CC=1.O.C(Cl)Cl.C(N(CC)CC)C>[CH2:13]([N:12]([CH2:16][CH:17]=[CH2:18])[C:4]1[N:3]=[C:2]([NH:1][C:22](=[O:23])[CH:21]=[C:20]([CH3:25])[CH3:19])[N:7]2[O:8][C:9](=[O:11])[N:10]=[C:6]2[N:5]=1)[CH:14]=[CH2:15]. Reported procedure: 15 g. of 7-amino-5-diallylamino-2H-[1,2,4]oxadiazolo[2,3-a]-s-triazin-2-one are suspended in 300 ml. of methylene chloride, 30 ml. of triethylamine and 0.9 g. of 4-dimethylaminopyridine. 10.66 g. of 3,3-dimethylacrylyl chloride in 100 ml. of methylene chloride are added dropwise while stirring and cooling to about 5° C. The mixture is then stirred at 0° C. for 1 hour, treated with water and adjusted to pH 4 with 3-N hydrochloric acid. The two phases are separated and the aqueous phase is extract...